Task: describe an organic reaction: reactants, conditions, products, and yield. Dataset: the Open Reaction Database (ORD), a public repository of structured organic reaction records Reaction SMILES: [CH2:13]([CH3:14])[n:15]1[n:16][c:17]([NH:22][CH2:23][c:24]2[cH:25][cH:26][c:27]([F:30])[cH:28][cH:29]2)[cH:18][c:19]1[CH:20]=[O:21].[CH3:31][OH:32].[Cl:1][c:2]1[cH:3][c:4]2[c:5]([n:6][cH:7]1)[nH:8][cH:9][cH:10]2.[K+:12].[OH-:11]>>[Cl:1][c:2]1[cH:3][c:4]2[c:5]([n:6][cH:7]1)[nH:8][cH:9][c:10]2[C:20]([c:19]1[n:15]([CH2:13][CH3:14])[n:16][c:17]([NH:22][CH2:23][c:24]2[cH:25][cH:26][c:27]([F:30])[cH:28][cH:29]2)[cH:18]1)=[O:21]. Starting materials: CCn1nc(NCc2ccc(F)cc2)cc1C=O, CO, Clc1cnc2[nH]ccc2c1, [K+], [OH-]. Yields the product CCn1nc(NCc2ccc(F)cc2)cc1C(=O)c1c[nH]c2ncc(Cl)cc12. Starting materials: ( m ), [Cl-].[Cr+2].[Cl-] (chromium(II) chloride), ( w ), ( w ), ( s ), ( m ), C(C)(C)(C)N=CN=CC(C)(C)C (1,4-di-tert-butyl-1,3-diazabutadiene), ( m ), [Li] (lithium), ( m ), ( w ). Run in O1CCCC1 (tetrahydrofuran), C1=CC=CC=C1 (benzene), O1CCCC1 (tetrahydrofuran). Run at time 6 hour. Product: C(C)(C)(C)N=C(N=CC(C)(C)C)[Cr]C(=NC(C)(C)C)N=CC(C)(C)C (Bis(1,4-di-tert-butyl-1,3-diazabutadienyl)chromium(II)). RXN SMILES: [C:1]([N:5]=[CH:6][N:7]=[CH:8][C:9]([CH3:12])([CH3:11])[CH3:10])([CH3:4])([CH3:3])[CH3:2].[Li].[Cl-].[Cr+2:15].[Cl-]>O1CCCC1.C1C=CC=CC=1>[C:1]([N:5]=[C:6]([Cr:15][C:6]([N:7]=[CH:8][C:9]([CH3:12])([CH3:11])[CH3:10])=[N:5][C:1]([CH3:2])([CH3:3])[CH3:4])[N:7]=[CH:8][C:9]([CH3:12])([CH3:11])[CH3:10])([CH3:4])([CH3:3])[CH3:2] |f:2.3.4,^1:12|. Procedure details: A 100 mL Schlenk flask, equipped with a magnetic stir bar and a rubber septum, was charged with 1,4-di-tert-butyl-1,3-diazabutadiene (1.000 g, 5.94 mmol) and tetrahydrofuran (20 mL). To this stirred solution at ambient temperature was slowly added freshly cut lithium metal (0.042 g, 6.000 mmol) and the resultant dark brown solution was stirred for 6 h. This solution was then added dropwise by cannula over a 30 min period to a stirred suspension of anhydrous chromium(II) chloride (0.365 g, 2.970 ... The reactants are FC(C1=C(C=NN1C1=NC(=CC=C1)C1=C(C=CC=C1)OCC1=CC=C(C=C1)C1=CC=C(C=C1)C(F)(F)F)C(=O)OCC)(F)F (Ethyl 5-(trifluoromethyl)-1-[6-(2-{[4′-(trifluoromethyl)biphenyl-4-yl]methoxy}phenyl)pyridin-2-yl]-1H-pyrazole-4-carboxylate), [OH-].[Li+] (lithium hydroxide), O1CCOCC1 (1,4-dioxane), Cl (hydrochloric acid), O1CCOCC1 (1,4-dioxane). Reaction conditions: temperature 50 celsius, time 2 hour. The product is C(=O)(C(F)(F)F)O (TFA), FC(C1=C(C=NN1C1=NC(=CC=C1)C1=C(C=CC=C1)OCC1=CC=C(C=C1)C1=CC=C(C=C1)C(F)(F)F)C(=O)O)(F)F (5-(Trifluoromethyl)-1-[6-(2-{[4′-(trifluoromethyl)biphenyl-4-yl]methoxy}phenyl)pyridin-2-yl]-1H-pyrazole-4-carboxylic acid). As a reaction SMILES: [F:1][C:2]([F:44])([F:43])[C:3]1[N:7]([C:8]2[CH:13]=[CH:12][CH:11]=[C:10]([C:14]3[CH:19]=[CH:18][CH:17]=[CH:16][C:15]=3[O:20][CH2:21][C:22]3[CH:27]=[CH:26][C:25]([C:28]4[CH:33]=[CH:32][C:31]([C:34]([F:37])([F:36])[F:35])=[CH:30][CH:29]=4)=[CH:24][CH:23]=3)[N:9]=2)[N:6]=[CH:5][C:4]=1[C:38]([O:40]CC)=[O:39].[OH-:45].[Li+].Cl.[O:48]1CCOCC1>>[C:3]([OH:48])([C:2]([F:44])([F:43])[F:1])=[O:45].[F:44][C:2]([F:1])([F:43])[C:3]1[N:7]([C:8]2[CH:13]=[CH:12][CH:11]=[C:10]([C:14]3[CH:19]=[CH:18][CH:17]=[CH:16][C:15]=3[O:20][CH2:21][C:22]3[CH:23]=[CH:24][C:25]([C:28]4[CH:33]=[CH:32][C:31]([C:34]([F:37])([F:35])[F:36])=[CH:30][CH:29]=4)=[CH:26][CH:27]=3)[N:9]=2)[N:6]=[CH:5][C:4]=1[C:38]([OH:40])=[O:39] |f:1.2|. Reported procedure: To a solution of the title compound from Example 2 Step B (ca. 0.073 mmol) in 1,4-dioxane (0.5 mL) was added lithium hydroxide (0.50 mL, 2.0 M in water, 1.00 mmol), and the resulting mixture was stirred at 50° C. After 2 h, the reaction mixture was rendered acidic by addition of aqueous hydrochloric acid, then was diluted with 1,4-dioxane and passed through a 0.45 micron syringe filter. Purification by reverse phase HPLC (50 to 100% acetonitrile in water, each with 0.1% v/v TFA) provided the tit... Reactants: ClC=1C=CC(=C(CC2CNC(CN(C2=O)C(=O)NC(C(=O)NCC(=O)OC(C)(C)C)CC)=O)C1)OC (tert-butyl {[2-({[6-(5-chloro-2-methoxybenzyl)-3,7-dioxo-1,4-diazepan-1-yl]carbonyl}amino)butanoyl]amino}acetate), Cl.C(C)(C)(C)OC(CN)=O (glycine tert-butyl ester hydrochloride), NC1=CC=NC=C1 (4-aminopyridine). Yields the product ClC=1C=CC(=C(CC2CNC(CN(C2=O)C(=O)N[C@H](CC)C(=O)NC2=CC=NC=C2)=O)C1)OC (6-(5-chloro-2-methoxybenzyl)-3,7-dioxo-N-{(1R)-1-[(4-pyridylamino)carbonyl]propyl}-1,4-diazepan-1-carboxamide). As a reaction SMILES: [Cl:1][C:2]1[CH:3]=[CH:4][C:5]([O:35][CH3:36])=[C:6]([CH:34]=1)[CH2:7][CH:8]1[C:14](=[O:15])[N:13]([C:16]([NH:18][CH:19]([CH2:31][CH3:32])[C:20]([NH:22][CH2:23][C:24](OC(C)(C)C)=O)=[O:21])=[O:17])[CH2:12][C:11](=[O:33])[NH:10][CH2:9]1.Cl.C(OC(=O)CN)(C)(C)C.NC1C=[CH:52][N:51]=[CH:50][CH:49]=1>>[Cl:1][C:2]1[CH:3]=[CH:4][C:5]([O:35][CH3:36])=[C:6]([CH:34]=1)[CH2:7][CH:8]1[C:14](=[O:15])[N:13]([C:16]([NH:18][C@@H:19]([C:20]([NH:22][C:23]2[CH:24]=[CH:52][N:51]=[CH:50][CH:49]=2)=[O:21])[CH2:31][CH3:32])=[O:17])[CH2:12][C:11](=[O:33])[NH:10][CH2:9]1 |f:1.2|. Procedure details: Instead of the starting material compound of Example 220, that is, glycine tert-butyl ester hydrochloride, 4-aminopyridine was used for the similar procedure as in Example 220 to obtain the title compound.